Dataset: the Open Reaction Database (ORD), a public repository of structured organic reaction records. Task: describe an organic reaction: reactants, conditions, products, and yield Starting materials: CCOC(C)=O, CCCCCCCCCCN1C(=O)C2CC(c3ccc([N+](=O)[O-])cc3)(C2)C1=O, CCCCCC, COCCO. Product: CCCCCCCCCCN1C(=O)C2CC(c3ccc(N)cc3)(C2)C1=O. RXN SMILES: [C:35]([O:36][CH2:37][CH3:38])(=[O:39])[CH3:40].[CH2:1]([CH2:2][CH2:3][CH2:4][CH2:5][CH2:6][CH2:7][CH2:8][CH2:9][CH3:10])[N:11]1[C:12](=[O:28])[C:13]2([c:19]3[cH:20][cH:21][c:22]([N+:25]([O-:26])=[O:27])[cH:23][cH:24]3)[CH2:14][CH:15]([C:16]1=[O:17])[CH2:18]2.[CH3:29][CH2:30][CH2:31][CH2:32][CH2:33][CH3:34].[CH3:41][O:42][CH2:43][CH2:44][OH:45]>>[CH2:1]([CH2:2][CH2:3][CH2:4][CH2:5][CH2:6][CH2:7][CH2:8][CH2:9][CH3:10])[N:11]1[C:12](=[O:28])[C:13]2([c:19]3[cH:20][cH:21][c:22]([NH2:25])[cH:23][cH:24]3)[CH2:14][CH:15]([C:16]1=[O:17])[CH2:18]2. Product: N(=C=O)CC1=CC=C(C=C1)OC(C)C (1-isocyanatomethyl-4-isopropoxybenzene). Run in O1CCCC1 (tetrahydrofuran). As a reaction SMILES: C[N:2]([C:4]1[C:13]2[C:8](=[CH:9][CH:10]=[CH:11][CH:12]=2)C=CC=1)[CH3:3].[CH:14]([O:17]C1C=CC(CC(O)=O)=CC=1)([CH3:16])[CH3:15].C1(P(N=[N+]=[N-])(C2C=CC=CC=2)=[O:35])C=CC=CC=1>O1CCCC1>[N:2]([CH2:4][C:13]1[CH:12]=[CH:11][C:10]([O:17][CH:14]([CH3:16])[CH3:15])=[CH:9][CH:8]=1)=[C:3]=[O:35]. Reaction conditions: time 8 hour. The reactants are CN(C)C1=CC=CC2=CC=CC=C12 (dimethylaminonaphtalene), C(C)(C)OC1=CC=C(C=C1)CC(=O)O (4-(isopropoxy)phenyl acetic acid), C1(=CC=CC=C1)P(=O)(C1=CC=CC=C1)N=[N+]=[N-] (diphenylphosphoryl azide). Procedure: 1,8-Bis(dimethylaminonaphtalene (3.19 g, 14.9 mmol) was added to a solution of 4-(isopropoxy)phenyl acetic acid (2.89 g, 14.9 mmol) in dry tetrahydrofuran (18 mL) at rt under argon atmosphere. After 25 minutes stirring at rt diphenylphosphoryl azide (4.10 g, 14.9 mmol) was added dropwise and the mixture refluxed for 6 hours. It was allowed to cool to rt and then stored at −20° C. overnight to precipitate out the ammonium phosphate salt. A mixture of diethyl ether and ethyl acetate (1:1 v/v, 25 m... The yield is 112.3%.